Dataset: the Open Reaction Database (ORD), a public repository of structured organic reaction records. Task: describe an organic reaction: reactants, conditions, products, and yield Reactants: C(=O)NCC1=NC2=CC=CC=C2C=C1 (2-formamidomethylquinoline), O(Cl)Cl (oxychloride). Yields the product C1=NC=C2N1C1=CC=CC=C1C=C2 (imidazo[1,5-a]quinoline). RXN SMILES: [CH:1]([NH:3][CH2:4][C:5]1[CH:14]=[CH:13][C:12]2[C:7](=[CH:8][CH:9]=[CH:10][CH:11]=2)[N:6]=1)=O.O(Cl)Cl>>[CH:1]1[N:6]2[C:7]3[C:12]([CH:13]=[CH:14][C:5]2=[CH:4][N:3]=1)=[CH:11][CH:10]=[CH:9][CH:8]=3. Procedure details: Treatment of 1.86 g. of 2-formamidomethylquinoline with 15 ml. of hosphorous oxychloride as in Preparation AIII-a gave imidazo[1,5-a]quinoline, which is used without purification. The reactants are BrC1=C(C=CC=C1)N1CCOCC1 (4-(2-bromophenyl)morpholine), B1(OC(C(O1)(C)C)(C)C)B2OC(C(O2)(C)C)(C)C (bis(pinacolato)diboron), C(C)(=O)[O-].[K+] (potassium acetate), Cl.N12C[C@@H](C(CC1)CC2)NC(=O)C=2SC1=C(C2)C=CC=C1Br (N-[(3R)-1-azabicyclo[2.2.2]oct-3-yl]-7-bromo-1-benzothiophene-2-carboxamide hydrochloride), C([O-])([O-])=O.[Na+].[Na+] (sodium carbonate). Reagents/catalysts: C1=CC=C(C=C1)P([C-]2C=CC=C2)C3=CC=CC=C3.C1=CC=C(C=C1)P([C-]2C=CC=C2)C3=CC=CC=C3.Cl[Pd]Cl.[Fe+2] (PdCl2(dppf)), C1=CC=C(C=C1)P([C-]2C=CC=C2)C3=CC=CC=C3.C1=CC=C(C=C1)P([C-]2C=CC=C2)C3=CC=CC=C3.Cl[Pd]Cl.[Fe+2] (PdCl2(dppf)). Solvent: CN(C)C=O (DMF). The product is Cl.N12C[C@@H](C(CC1)CC2)NC(=O)C=2SC1=C(C2)C=CC=C1C1=C(C=CC=C1)N1CCOCC1 (N-[(3R)-1-Azabicyclo[2.2.2]oct-3-yl]-7-[2-(4-morpholinyl)phenyl]-1-benzothiophene-2-carboxamide hydrochloride). Reaction SMILES: Br[C:2]1[CH:7]=[CH:6][CH:5]=[CH:4][C:3]=1[N:8]1[CH2:13][CH2:12][O:11][CH2:10][CH2:9]1.B1(B2OC(C)(C)C(C)(C)O2)OC(C)(C)C(C)(C)O1.C([O-])(=O)C.[K+].[ClH:37].[N:38]12[CH2:45][CH2:44][CH:41]([CH2:42][CH2:43]1)[C@@H:40]([NH:46][C:47]([C:49]1[S:50][C:51]3[C:57](Br)=[CH:56][CH:55]=[CH:54][C:52]=3[CH:53]=1)=[O:48])[CH2:39]2.C(=O)([O-])[O-].[Na+].[Na+]>CN(C=O)C.C1C=CC(P(C2C=CC=CC=2)[C-]2C=CC=C2)=CC=1.C1C=CC(P(C2C=CC=CC=2)[C-]2C=CC=C2)=CC=1.Cl[Pd]Cl.[Fe+2]>[ClH:37].[N:38]12[CH2:43][CH2:42][CH:41]([CH2:44][CH2:45]1)[C@@H:40]([NH:46][C:47]([C:49]1[S:50][C:51]3[C:57]([C:2]4[CH:7]=[CH:6][CH:5]=[CH:4][C:3]=4[N:8]4[CH2:13][CH2:12][O:11][CH2:10][CH2:9]4)=[CH:56][CH:55]=[CH:54][C:52]=3[CH:53]=1)=[O:48])[CH2:39]2 |f:2.3,4.5,6.7.8,10.11.12.13,14.15|. Procedure details: 100 mg (0.41 mmol) of 4-(2-bromophenyl)morpholine, 121.0 mg (0.48 mmol) of bis(pinacolato)diboron, 101.3 mg (1.03 mmol) of potassium acetate, 11.6 mg (0.02 mmol) of PdCl2(dppf), 127.6 mg (0.32 mmol) of N-[(3R)-1-azabicyclo[2.2.2]oct-3-yl]-7-bromo-1-benzothiophene-2-carboxamide hydrochloride (Example 8A), 0.79 ml of 2 M sodium carbonate solution and a further 11.6 mg (0.02 mmol) of PdCl2(dppf) in 2 ml of DMF are reacted by general method D. Drying under high vacuum results in 38.9 mg (48% of theo... The reactants are O1[C@]23[C@]4(CCC(C=C4[C@H](C[C@H]2[C@@H]2C[C@H]([C@](C(C)=O)([C@]2(C[C@@H]31)C)O)C)F)=O)C (9β,11β-epoxy-6α-fluoro-17α-hydroxy-16α-methyl-4-pregnene-3,20-dione), F (hydrogen fluoride). Product: F[C@H]1C[C@H]2[C@@H]3C[C@H]([C@](C(C)=O)([C@]3(C[C@@H]([C@@]2([C@]2(CCC(C=C12)=O)C)F)O)C)O)C (6α,9α-difluoro-11β,17 -dihydroxy-16α-methyl-4-pregnene-3,20-dione). Reaction SMILES: [O:1]1[C@@H:21]2[C@:2]31[C@H:11]([C@H:12]1[C@:19]([CH3:22])([CH2:20]2)[C@@:15]([OH:23])([C:16](=[O:18])[CH3:17])[C@H:14]([CH3:24])[CH2:13]1)[CH2:10][C@H:9]([F:25])[C:8]1[C@:3]3([CH3:27])[CH2:4][CH2:5][C:6](=[O:26])[CH:7]=1.[FH:28]>>[F:25][C@@H:9]1[C:8]2[C@:3]([CH3:27])([CH2:4][CH2:5][C:6](=[O:26])[CH:7]=2)[C@:2]2([F:28])[C@H:11]([C@H:12]3[C@:19]([CH3:22])([CH2:20][C@@H:21]2[OH:1])[C@@:15]([OH:23])([C:16](=[O:18])[CH3:17])[C@H:14]([CH3:24])[CH2:13]3)[CH2:10]1. Procedure: The epoxide ring of the 9β,11β-epoxy-6α-fluoro-17α-hydroxy-16α-methyl-4-pregnene-3,20-dione is opened by means of hydrogen fluoride, and 6α,9α-difluoro-11β,17 -dihydroxy-16α-methyl-4-pregnene-3,20-dione is obtained. The conditions under which this reaction step is performed are also conventional (J. Fried et al. Organic Reactions in Steroid Chemistry, van Nostrand Reinhold Co., New York et al., Vol. 1, 1972, 425 ff).